Dataset: the Open Reaction Database (ORD), a public repository of structured organic reaction records. Task: describe an organic reaction: reactants, conditions, products, and yield Starting materials: CC(C)(C)[Si](C)(C)Cl, CC(C)(C)ON=O, F, CC1(O)C(O)C(CO)OC1n1cc2ccc3c(=O)[nH]nc(N)c(n1)c23, CN(C)C=O, c1ccncc1, c1c[nH]cn1. Yields the product CC1(O)C(O)C(CO)OC1n1cc2ccc3c(=O)[nH]nc(F)c(n1)c23. RXN SMILES: [C:27]([Si:28]([Cl:29])([CH3:30])[CH3:31])([CH3:32])([CH3:33])[CH3:34].[C:46]([O:47][N:48]=[O:49])([CH3:50])([CH3:51])[CH3:52].[FH:26].[NH2:1][c:2]1[c:3]2[c:4]3[c:5]([cH:6][cH:7][c:8]3[c:9](=[O:12])[nH:10][n:11]1)[cH:13][n:14]([CH:16]1[C:17]([OH:18])([CH3:25])[CH:19]([OH:20])[CH:21]([CH2:23][OH:24])[O:22]1)[n:15]2.[O:53]=[CH:54][N:55]([CH3:56])[CH3:57].[cH:40]1[cH:41][cH:42][n:43][cH:44][cH:45]1.[nH:35]1[cH:36][cH:37][n:38][cH:39]1>>[c:2]1([F:26])[c:3]2[c:4]3[c:5]([cH:6][cH:7][c:8]3[c:9](=[O:12])[nH:10][n:11]1)[cH:13][n:14]([CH:16]1[C:17]([OH:18])([CH3:25])[CH:19]([OH:20])[CH:21]([CH2:23][OH:24])[O:22]1)[n:15]2. Starting materials: FC1=CC(=C(C=C1F)NC1=C(C#N)C=C(C=C1)C(F)(F)F)[N+](=O)[O-] (2-(4,5-difluoro-2-nitro-phenylamino)-5-trifluoromethyl-benzonitrile), [Sn](Cl)Cl (tin (II) chloride). The solvent is C(C)O (ethanol), Cl (hydrochloric acid), Cl (hydrochloric acid). Yields the product Cl.FC1=CC2=C(N=C(C3=C(N2)C=CC(=C3)C(F)(F)F)N)C=C1F (7,8-Difluoro-2-trifluoromethyl-5H-dibenzo[b,e][1,4]diazepin-11-ylamine hydrochloride). Yield: 63.8%. RXN SMILES: [F:1][C:2]1[C:7]([F:8])=[CH:6][C:5]([NH:9][C:10]2[CH:17]=[CH:16][C:15]([C:18]([F:21])([F:20])[F:19])=[CH:14][C:11]=2[C:12]#[N:13])=[C:4]([N+:22]([O-])=O)[CH:3]=1.[Sn](Cl)[Cl:26]>C(O)C.Cl>[ClH:26].[F:8][C:7]1[C:2]([F:1])=[CH:3][C:4]2[N:22]=[C:12]([NH2:13])[C:11]3[CH:14]=[C:15]([C:18]([F:21])([F:20])[F:19])[CH:16]=[CH:17][C:10]=3[NH:9][C:5]=2[CH:6]=1 |f:4.5|. Reported procedure: Heat a solution of 2-(4,5-difluoro-2-nitro-phenylamino)-5-trifluoromethyl-benzonitrile (0.995 g, 2.90 mmol) in ethanol (15 ml) to 60° C. Add to this a solution of tin (II) chloride (1.65 g, 8.70 mmol) in 5.0 N hydrochloric acid (15 ml). Heat the resulting mixture to reflux for 18 hours. Cool the reaction to room temperature, add 30 ml of 5.0 N hydrochloric acid and place the mixture in a freezer for 16 hours. Collect by filtration the precipitated product from the solution. Wash solid with 5.0 N... Starting materials: C(C(=O)Cl)(=O)Cl (Oxalyl chloride), CC1N(CCCC1)C1=NC=C(C(=O)O)C=C1 (6-(2-methylpiperidin-1-yl)nicotinic acid), FC=1C=CC(=C(C1)C(N)=NO)OC (5-fluoro-N′-hydroxy-2-methoxybenzenecarboximidamide), CCN(C(C)C)C(C)C (DIEA). Product: FC=1C=CC(=C(C1)C1=NOC(=N1)C=1C=C(C(=NC1)N1C(CCCC1)C)C)OC (5-[3-(5-fluoro-2-methoxyphenyl)-1,2,4-oxadiazol-5-yl]-3-methyl-2-(2-methylpiperidin-1-yl)pyridine). RXN SMILES: [C:1](Cl)(=O)C(Cl)=O.[CH3:7][CH:8]1[CH2:13][CH2:12][CH2:11][CH2:10][N:9]1[C:14]1[CH:22]=[CH:21][C:17]([C:18]([OH:20])=O)=[CH:16][N:15]=1.[F:23][C:24]1[CH:25]=[CH:26][C:27]([O:34][CH3:35])=[C:28]([C:30](=[N:32]O)[NH2:31])[CH:29]=1.CCN(C(C)C)C(C)C>>[F:23][C:24]1[CH:25]=[CH:26][C:27]([O:34][CH3:35])=[C:28]([C:30]2[N:32]=[C:18]([C:17]3[CH:21]=[C:22]([CH3:1])[C:14]([N:9]4[CH2:10][CH2:11][CH2:12][CH2:13][CH:8]4[CH3:7])=[N:15][CH:16]=3)[O:20][N:31]=2)[CH:29]=1. Procedure: Oxalyl chloride (130 μL; 1.54 mmol; 3 eq.), Intermediate 38 (120 mg; 0.51 mmol; 1 eq.), Intermediate 23 (94 mg; 0.51 mmol, 1 eq.) and DIEA (260 μL; 1.54 mmol; 3 eq.) were reacted according to general procedure 2. Purification by column chromatography c-hexane/ethyl acetate, 50/50) afforded the title compound as a white solid. Reactants: C1(=CC=CC=C1)C(N1CCN(CC1)CC=1C=C(C(=CC1)NCC)N)C1=CC=CC=C1 (4-[4-(diphenylmethyl)-1-piperazinylmethyl]-N1 -ethyl-1,2-benzenediamine), Cl.C(C)(OCC)=N (ethyl ethanimidate hydrochloride). Solvent: C(C)(=O)O (acetic acid). Conditions: time 1 hour. The product is C1(=CC=CC=C1)C(N1CCN(CC1)CC1=CC2=C(N(C(=N2)C)CC)C=C1)C1=CC=CC=C1 (5-[4-(diphenylmethyl)-1-piperazinylmethyl]-1-ethyl-2-methyl-1H-benzimidazole). RXN SMILES: [C:1]1([CH:7]([C:25]2[CH:30]=[CH:29][CH:28]=[CH:27][CH:26]=2)[N:8]2[CH2:13][CH2:12][N:11]([CH2:14][C:15]3[CH:16]=[C:17]([NH2:24])[C:18]([NH:21][CH2:22][CH3:23])=[CH:19][CH:20]=3)[CH2:10][CH2:9]2)[CH:6]=[CH:5][CH:4]=[CH:3][CH:2]=1.Cl.[C:32](=N)(OCC)[CH3:33]>C(O)(=O)C>[C:25]1([CH:7]([C:1]2[CH:2]=[CH:3][CH:4]=[CH:5][CH:6]=2)[N:8]2[CH2:9][CH2:10][N:11]([CH2:14][C:15]3[CH:20]=[CH:19][C:18]4[N:21]([CH2:32][CH3:33])[C:22]([CH3:23])=[N:24][C:17]=4[CH:16]=3)[CH2:12][CH2:13]2)[CH:30]=[CH:29][CH:28]=[CH:27][CH:26]=1 |f:1.2|. Procedure: A mixture of 4.8 parts of 4-[4-(diphenylmethyl)-1-piperazinylmethyl]-N1 -ethyl-1,2-benzenediamine and 25 parts of acetic acid is stirred at room temperature till all solid enters solution. Then there are added 1.73 parts of ethyl ethanimidate hydrochloride and stirring is continued first for one hour at room temperature and further for one hour at reflux. The reaction mixture is evaporated and the residue is stirred in water. The whole is alkalized with a sodium hydroxide solution and the produc... Starting materials: CN, CCN(C(C)C)C(C)C, Cl, O=C(O)c1ccc(N2CCN(Cc3cnc4c(c3)NC(=O)C3CCCN43)CC2)cc1, CN(C)C=O. Product: CNC(=O)c1ccc(N2CCN(Cc3cnc4c(c3)NC(=O)C3CCCN43)CC2)cc1. As a reaction SMILES: [CH3:32][NH2:33].[CH:34]([N:35]([CH2:36][CH3:37])[CH:38]([CH3:39])[CH3:40])([CH3:41])[CH3:42].[ClH:31].[O:1]=[C:2]1[CH:3]2[N:4]([c:5]3[c:6]([cH:8][c:9]([CH2:12][N:13]4[CH2:14][CH2:15][N:16]([c:19]5[cH:20][cH:21][c:22]([C:23](=[O:24])[OH:25])[cH:26][cH:27]5)[CH2:17][CH2:18]4)[cH:10][n:11]3)[NH:7]1)[CH2:28][CH2:29][CH2:30]2.[O:43]=[CH:44][N:45]([CH3:46])[CH3:47]>>[O:1]=[C:2]1[CH:3]2[N:4]([c:5]3[c:6]([cH:8][c:9]([CH2:12][N:13]4[CH2:14][CH2:15][N:16]([c:19]5[cH:20][cH:21][c:22]([C:23](=[O:24])[NH:33][CH3:32])[cH:26][cH:27]5)[CH2:17][CH2:18]4)[cH:10][n:11]3)[NH:7]1)[CH2:28][CH2:29][CH2:30]2.